This data is from the Open Reaction Database (ORD), a public repository of structured organic reaction records. The task is: describe an organic reaction: reactants, conditions, products, and yield Reactants: CC(C)(C)[Si](OCCO)(C)C (2-[(1,1-dimethylethyl)dimethylsilyloxy]-ethanol), CS(=O)C (dimethylsulfoxide), Cl (hydrochloric acid), C(C(=O)Cl)(=O)Cl (oxalyl chloride). Solvent: ClCCl (dichloromethane), N1=CC=CC=C1 (pyridine), C(C)N(CC)CC (triethylamine), ClCCl (dichloromethane), ClCCl (dichloromethane). Reaction conditions: temperature -70 celsius, time 10 minute. Product: CC(C)(C)[Si](OCC=O)(C)C (2-[(1,1-dimethylethyl)dimethylsilyloxy]-acetaldehyde). Yield: 91.3%. As a reaction SMILES: C(Cl)(=O)C(Cl)=O.CS(C)=O.[CH3:11][C:12]([Si:15]([CH3:21])([CH3:20])[O:16][CH2:17][CH2:18][OH:19])([CH3:14])[CH3:13].Cl>ClCCl.C(N(CC)CC)C.N1C=CC=CC=1>[CH3:14][C:12]([Si:15]([CH3:21])([CH3:20])[O:16][CH2:17][CH:18]=[O:19])([CH3:11])[CH3:13]. Procedure: Under nitrogen and with stirring, 4.71 ml of oxalyl chloride were dissolved in 120 ml of dichloromethane and the solution was cooled to -70° C. Over 12 minutes while maintaining the temperature at -65° C., a solution of 8 ml of dimethylsulfoxide and 26 ml of dichloromethane was introduced. Then, after 10 minutes of contact at this temperature, a solution of 8.81 g of the product of Step A, 50 ml of dichloromethane and 8.86 ml of pyridine was added over 12 minutes at -65° C. After 15 minutes of c... Starting materials: Cl.N1(CCCCC1)CCCC(C)=O (5-piperidino-2-pentanone hydrochloride), Cl.NN1C2=C(CCC3=C1C=CC=C3)C=CC=C2 (5-amino-10,11-dihydro-5-H-dibenz[b,f]azepine hydrochloride), [OH-].[NH4+] (ammonium hydroxide). Solvent: C(C)(C)O (isopropyl alcohol). Yields the product Cl.N1(CCCCC1)CCC1=C(N2C3=C(CCC4=C2C=CC=C4)C=CC=C13)C (2-(2-piperidinoethyl)-1-methyl-6,7-dihydroindolo[1,7-ab][1]benzazepine hydrochloride). Yield: 39.7%. RXN SMILES: [ClH:1].[N:2]1([CH2:8][CH2:9][CH2:10][C:11](=O)[CH3:12])[CH2:7][CH2:6][CH2:5][CH2:4][CH2:3]1.Cl.N[N:16]1[C:22]2[CH:23]=[CH:24][CH:25]=[CH:26][C:21]=2[CH2:20][CH2:19][C:18]2[CH:27]=[CH:28][CH:29]=[CH:30][C:17]1=2.[OH-].[NH4+]>C(O)(C)C>[ClH:1].[N:2]1([CH2:8][CH2:9][C:10]2[C:30]3[C:17]4=[C:18]([CH:27]=[CH:28][CH:29]=3)[CH2:19][CH2:20][C:21]3[CH:26]=[CH:25][CH:24]=[CH:23][C:22]=3[N:16]4[C:11]=2[CH3:12])[CH2:7][CH2:6][CH2:5][CH2:4][CH2:3]1 |f:0.1,2.3,4.5,7.8|. Reported procedure: A solution of 5-piperidino-2-pentanone hydrochloride (3.4g.) and 5-amino-10,11-dihydro-5-H-dibenz[b,f]azepine hydrochloride (4.2g.) in isopropyl alcohol (50 ml.) was warmed on a steam bath in a nitrogen atmosphere for thirty minutes, cooled and treated with concentrated ammonium hydroxide. The resulting mixture was extracted with ether and the ether extract was washed with water and dried. The resulting solution in ether of the free base 2-(2-piperidinoethyl)1-methyl-6,7-dihydroindolo[1,7-ab][1]... Reactants: C(#N)OC (NCOCH3), C(C)(=O)N1CCC2=C(C(=C(C(=C12)NC(C(C)(C)C)=O)C)CCl)C (N-(1-Acetyl-5-chloromethyl-4,6-dimethylindolin-7-yl)-2,2-dimethyl-propanamide), [C-]#N.[Na+] (NaCN), N1CCC2=CC=CC=C12 (Indoline), N1CCC2=CC=CC=C12 (Indoline). Reagents/catalysts: C1COCCOCCOCCOCCOCCO1 (18-crown-6). Solvent: CC#N (CH3CN). Yields the product C(C)(=O)N1CCC2=C(C(=C(C(=C12)NC(C(C)(C)C)=O)C)CC#N)C (N-(1-acetyl-5-cyanomethyl-4,6-dimethylindolin-7-yl)-2,2-dimethylpropanamide). As a reaction SMILES: [C:1](OC)#[N:2].N1C2C(=CC=CC=2)CC1.[C:14]([N:17]1[C:25]2[C:20](=[C:21]([CH3:36])[C:22]([CH2:34]Cl)=[C:23]([CH3:33])[C:24]=2[NH:26][C:27](=[O:32])[C:28]([CH3:31])([CH3:30])[CH3:29])[CH2:19][CH2:18]1)(=[O:16])[CH3:15].[C-]#N.[Na+]>CC#N.C1OCCOCCOCCOCCOCCOC1>[C:14]([N:17]1[C:25]2[C:20](=[C:21]([CH3:36])[C:22]([CH2:34][C:1]#[N:2])=[C:23]([CH3:33])[C:24]=2[NH:26][C:27](=[O:32])[C:28]([CH3:31])([CH3:30])[CH3:29])[CH2:19][CH2:18]1)(=[O:16])[CH3:15] |f:3.4|. Procedure details: 1.27 (9H, S, C(CH3)3), 2.25 (3H, s, -CH3), 2.30 (6H, s, -CH3, >NCOCH3), 3.00 (2H, br, Indoline C3—H), 4.05 (2H, br, Indoline C2—H), 4.68 (2H, s, -CH2c l), 9.16 (1H, br, >NH). (3) N-(1-Acetyl-5-chloromethyl-4,6-dimethylindolin-7-yl)-2,2-dimethyl-propanamide (21 g) was suspended in CH3CN (150 ml), and NaCN (8.1 g) and 18-crown-6 (870 mg) were added, which was followed by refluxing for 15 hr. CH3CN was evaporated under reduced pressure and CHCl3 (300 ml) was added. The mixture was washed with water... Starting materials: CCN=C=NCCCN(C)C.Cl (EDAC.HCl), C1(=CC(=CC=C1)CC(=O)O)C1=CC=CC=C1 (Biphenyl-3-yl-acetic acid), C(CC)N (propylamine), C=1C=CC2=C(C1)N=NN2O (HOBT). Run in CC#N (CH3CN), CCOC(=O)C (AcOEt). Run at time 72 hour. Product: C1(=CC(=CC=C1)CC(=O)NCCC)C1=CC=CC=C1 (2-Biphenyl-3-yl-N-propyl-acetamide). RXN SMILES: CCN=C=[N:5][CH2:6][CH2:7][CH2:8]N(C)C.Cl.[C:13]1([C:23]2[CH:28]=[CH:27][CH:26]=[CH:25][CH:24]=2)[CH:18]=[CH:17][CH:16]=[C:15]([CH2:19][C:20]([OH:22])=O)[CH:14]=1.C(N)CC.C1C=CC2N(O)N=NC=2C=1>CC#N.CCOC(C)=O>[C:13]1([C:23]2[CH:28]=[CH:27][CH:26]=[CH:25][CH:24]=2)[CH:18]=[CH:17][CH:16]=[C:15]([CH2:19][C:20]([NH:5][CH2:6][CH2:7][CH3:8])=[O:22])[CH:14]=1 |f:0.1|. Procedure details: EDAC.HCl (114 mg, 0.59 mmol) was added to a mixture of compound 91C (125 mg, 0.59 mmol), propylamine (49 μL, 0.59 mmol) and HOBT (80 mg, 0.59 mmol) in 1 mL of CH3CN. The reaction was stirred for 72 hours. After this time, the mixture was diluted with AcOEt. The organic layer was washed three times with HCl 2N, three times with NaOH 2N, dried over MgSO4 and concentrated. A with solid was obtained (100 mg, 67%). NMR 1H (ppm, CDCl3): 7.57 (d., J3=7.05 Hz, 2H), 7.52-7.32 (m, 6H), 7.23 J3=7.94 Hz, 1H... The reactants are CC(C)(C)OC(=O)CCC(NC(=O)NC(CCCCNC(=O)CCCCCCC(=O)ON1C(=O)CCC1=O)C(=O)OC(C)(C)C)C(=O)OC(C)(C)C, CCN(C(C)C)C(C)C, Cn1ccnc1CN(CCCCC(N)C(=O)O)Cc1nccn1C, CN(C)C=O. Yields the product Cn1ccnc1CN(CCCCC(NC(=O)CCCCCCC(=O)NCCCCC(NC(=O)NC(CCC(=O)OC(C)(C)C)C(=O)OC(C)(C)C)C(=O)OC(C)(C)C)C(=O)O)Cc1nccn1C. Reaction SMILES: [C:1]([CH3:2])([CH3:3])([CH3:4])[O:5][C:6]([CH:7]([CH2:8][CH2:9][CH2:10][CH2:11][NH:12][C:13]([CH2:14][CH2:15][CH2:16][CH2:17][CH2:18][CH2:19][C:20](=[O:21])[O:22][N:23]1[C:24](=[O:25])[CH2:26][CH2:27][C:28]1=[O:29])=[O:30])[NH:31][C:32]([NH:33][CH:34]([C:35](=[O:36])[O:37][C:38]([CH3:39])([CH3:40])[CH3:41])[CH2:42][CH2:43][C:44](=[O:45])[O:46][C:47]([CH3:48])([CH3:49])[CH3:50])=[O:51])=[O:52].[CH:77]([N:78]([CH2:79][CH3:80])[CH:81]([CH3:82])[CH3:83])([CH3:84])[CH3:85].[NH2:53][CH:54]([C:55](=[O:56])[OH:57])[CH2:58][CH2:59][CH2:60][CH2:61][N:62]([CH2:63][c:64]1[n:65]([CH3:69])[cH:66][cH:67][n:68]1)[CH2:70][c:71]1[n:72]([CH3:76])[cH:73][cH:74][n:75]1.[O:86]=[CH:87][N:88]([CH3:89])[CH3:90]>>[C:1]([CH3:2])([CH3:3])([CH3:4])[O:5][C:6]([CH:7]([CH2:8][CH2:9][CH2:10][CH2:11][NH:12][C:13]([CH2:14][CH2:15][CH2:16][CH2:17][CH2:18][CH2:19][C:20](=[O:21])[NH:53][CH:54]([C:55](=[O:56])[OH:57])[CH2:58][CH2:59][CH2:60][CH2:61][N:62]([CH2:63][c:64]1[n:65]([CH3:69])[cH:66][cH:67][n:68]1)[CH2:70][c:71]1[n:72]([CH3:76])[cH:73][cH:74][n:75]1)=[O:30])[NH:31][C:32]([NH:33][CH:34]([C:35](=[O:36])[O:37][C:38]([CH3:39])([CH3:40])[CH3:41])[CH2:42][CH2:43][C:44](=[O:45])[O:46][C:47]([CH3:48])([CH3:49])[CH3:50])=[O:51])=[O:52]. Reaction SMILES: [CH:1]1([C:6]2[CH:7]=[C:8]([CH:11]=[CH:12][CH:13]=2)[CH2:9]O)[CH2:5][CH2:4][CH2:3][CH2:2]1.P(Br)(Br)[Br:15]>C(Cl)Cl>[CH:1]1([C:6]2[CH:7]=[C:8]([CH:11]=[CH:12][CH:13]=2)[CH2:9][Br:15])[CH2:5][CH2:4][CH2:3][CH2:2]1. The reactants are C1(CCCC1)C=1C=C(CO)C=CC1 (3-cyclopentylbenzyl alcohol), P(Br)(Br)Br (PBr3). Procedure: According to example 17, 5.77 g of 3-cyclopentylbenzyl alcohol was treated with 1.09 mL of PBr3 in 25 mL of anhydrous CH2Cl2 to afford 7.85 g (100%) of 3-cyclopentylbenzyl bromide as a light yellow liquid. Isolated yield 100.0%. Product: C1(CCCC1)C=1C=C(CBr)C=CC1 (3-cyclopentylbenzyl bromide). Solvent: C(Cl)Cl (CH2Cl2). Starting materials: ClC1=C(C=C(CN(C(C)=O)C)C=C1)CO (N-[4-chloro-3-(hydroxymethyl)benzyl]-N-methylacetamide), CC(=O)OI1(C=2C=CC=CC2C(=O)O1)(OC(=O)C)OC(=O)C (Dess-Martin periodinane). Run in C(Cl)Cl (CH2Cl2). Conditions: time 3 hour. Yields the product ClC1=C(C=C(CN(C(C)=O)C)C=C1)C=O (N-(4-Chloro-3-formylbenzyl)-N-methylacetamide). Reaction SMILES: [Cl:1][C:2]1[CH:13]=[CH:12][C:5]([CH2:6][N:7]([CH3:11])[C:8](=[O:10])[CH3:9])=[CH:4][C:3]=1[CH2:14][OH:15].CC(OI1(OC(C)=O)(OC(C)=O)OC(=O)C2C=CC=CC1=2)=O>C(Cl)Cl>[Cl:1][C:2]1[CH:13]=[CH:12][C:5]([CH2:6][N:7]([CH3:11])[C:8](=[O:10])[CH3:9])=[CH:4][C:3]=1[CH:14]=[O:15]. Reported procedure: To a solution of N-[4-chloro-3-(hydroxymethyl)benzyl]-N-methylacetamide from the previous step (1 eq.) in CH2Cl2 (0.8 M) was added Dess-Martin periodinane (1.2 eq.) portionwise. The resulting suspension was stirred at RT for 3 h. The reaction was quenched with MeOH and H2O. The organic layer was separated and the aqueous layer was back-extracted with EtOAc. The combined organic extracts were washed sat. aq. NaHCO3 and brine, dried over Na2SO4 and filtered. Concentration of the filtrate in vacuo ...